From a dataset of the Open Reaction Database (ORD), a public repository of structured organic reaction records. describe an organic reaction: reactants, conditions, products, and yield Reactants: C([O-])([O-])=O.[K+].[K+] (potassium carbonate), CC=1C(=C(C(=O)OCC)C=CC1C)SC (ethyl 3,4-dimethyl-2-methylsulphenylbenzoate). The solvent is O (water), C(C)O (ethanol). Product: CC=1C(=C(C(=O)O)C=CC1C)SC (3,4-dimethyl-2-methylsulphenylbenzoic acid). The yield is 99.2%. As a reaction SMILES: C(=O)([O-])[O-].[K+].[K+].[CH3:7][C:8]1[C:9]([S:20][CH3:21])=[C:10]([CH:16]=[CH:17][C:18]=1[CH3:19])[C:11]([O:13]CC)=[O:12]>O.C(O)C>[CH3:7][C:8]1[C:9]([S:20][CH3:21])=[C:10]([CH:16]=[CH:17][C:18]=1[CH3:19])[C:11]([OH:13])=[O:12] |f:0.1.2|. Procedure: A solution of potassium carbonate (10.67 g) in water was added to a solution of ethyl 3,4-dimethyl-2-methylsulphenylbenzoate (21.19 g) in ethanol. The mixture was heated at reflux for 0.5 hours then partially evaporated. Water was added and the mixture was acidified to pH 1. The solid was filtered off and washed with water to give 3,4-dimethyl-2-methylsulphenylbenzoic acid (18.39 g) as a white solid, m.p. 117.8°-120.3° C. The reactants are ClC=1C(=NC=CC1)N1N=C(C=C1C(=O)OC)C(=O)C=1C=NC(=CC1)C(F)(F)F (methyl 1-(3-chloropyridin-2-yl)-3-{[6-(trifluoromethyl)pyridin-3-yl]carbonyl}-1H-pyrazole-5-carboxylate), [OH-].[Na+] (sodium hydroxide). The solvent is C(C)O (ethanol). Run at time 30 minute. Yields the product ClC=1C(=NC=CC1)N1N=C(C=C1C(=O)O)C(=O)C=1C=NC(=CC1)C(F)(F)F (1-(3-chloropyridin-2-yl)-3-{[6-(trifluoromethyl)pyridin-3-yl]carbonyl}-1H-pyrazole-5-carboxylic acid). RXN SMILES: [Cl:1][C:2]1[C:3]([N:8]2[C:12]([C:13]([O:15]C)=[O:14])=[CH:11][C:10]([C:17]([C:19]3[CH:20]=[N:21][C:22]([C:25]([F:28])([F:27])[F:26])=[CH:23][CH:24]=3)=[O:18])=[N:9]2)=[N:4][CH:5]=[CH:6][CH:7]=1.[OH-].[Na+]>C(O)C>[Cl:1][C:2]1[C:3]([N:8]2[C:12]([C:13]([OH:15])=[O:14])=[CH:11][C:10]([C:17]([C:19]3[CH:20]=[N:21][C:22]([C:25]([F:28])([F:26])[F:27])=[CH:23][CH:24]=3)=[O:18])=[N:9]2)=[N:4][CH:5]=[CH:6][CH:7]=1 |f:1.2|. Procedure: 29 mg (0.07 mmol) of methyl 1-(3-chloropyridin-2-yl)-3-{[6-(trifluoromethyl)pyridin-3-yl]carbonyl}-1H-pyrazole-5-carboxylate were dissolved in 2 ml of ethanol, 4 mg (0.1 mmol) of 2N aqueous sodium hydroxide solution were added and the mixture was stirred at RT for 30 min. The solvent was distilled off under reduced pressure, the residue was taken up in water and the mixture was extracted once with methyl tert-butyl ether. The aqueous phase was then acidified with 2N hydrochloric acid and extract... Starting materials: CS(C)=O, CCN(C(C)C)C(C)C, Fc1ccccc1-c1csc(N2CCNCC2)n1, O, O=C(Nc1cnccn1)OCC(Cl)(Cl)Cl. The product is O=C(Nc1cnccn1)N1CCN(c2nc(-c3ccccc3F)cs2)CC1. Reaction SMILES: [CH3:44][S:45]([CH3:46])=[O:47].[CH:34]([N:35]([CH:36]([CH3:37])[CH3:38])[CH2:39][CH3:40])([CH3:41])[CH3:42].[F:16][c:17]1[c:18](-[c:23]2[n:24][c:25]([N:28]3[CH2:29][CH2:30][NH:31][CH2:32][CH2:33]3)[s:26][cH:27]2)[cH:19][cH:20][cH:21][cH:22]1.[OH2:43].[n:1]1[c:2]([NH:7][C:8]([O:9][CH2:10][C:11]([Cl:12])([Cl:13])[Cl:14])=[O:15])[cH:3][n:4][cH:5][cH:6]1>>[n:1]1[c:2]([NH:7][C:8](=[O:15])[N:31]2[CH2:30][CH2:29][N:28]([c:25]3[n:24][c:23](-[c:18]4[c:17]([F:16])[cH:22][cH:21][cH:20][cH:19]4)[cH:27][s:26]3)[CH2:33][CH2:32]2)[cH:3][n:4][cH:5][cH:6]1. Reactants: CCOC(=O)CBr, COC(=O)c1ccc(O)c(C#N)c1, [K+], [K+], O=C([O-])[O-], CN(C)C=O, O. Product: COC(=O)c1ccc(OC(C)C)c(C#N)c1. RXN SMILES: [Br:20][CH2:21][C:22]([O:23][CH2:25][CH3:26])=[O:24].[C:1](#[N:2])[c:3]1[cH:4][c:5]([C:6](=[O:7])[O:8][CH3:9])[cH:10][cH:11][c:12]1[OH:13].[K+:14].[K+:15].[O-:16][C:17]([O-:18])=[O:19].[O:27]=[CH:28][N:29]([CH3:30])[CH3:31].[OH2:32]>>[C:1](#[N:2])[c:3]1[cH:4][c:5]([C:6](=[O:7])[O:8][CH3:9])[cH:10][cH:11][c:12]1[O:13][CH:25]([CH3:17])[CH3:26]. Starting materials: C(CC(=O)OCC)(=O)OCC (diethyl malonate), [H-].[Na+] (sodium hydride), S(O)(O)(=O)=O (sulfuric acid), 1-N, C([O-])([O-])=O.[Na+].[Na+] (sodium carbonate), ClC1=NC(=NC(=C1)CCC)C1=NC(=CC=C1)OC1=C(C=CC=C1)Cl (4-chloro-2-(6-o-chlorophenoxy-2-pyridinyl)-6-n-propylpyrimidine), [OH-].[Na+] (Sodium hydroxide). Run in O1CCCC1 (tetrahydrofuran), O (water), CO (methanol). Yields the product ClC1=C(OC2=CC=CC(=N2)C2=NC(=CC(=N2)C)CCC)C=CC=C1 (2-(6-o-chlorophenoxy-2-pyridinyl)-4-methyl-6-n-propylpyrimidine). Yield: 76.9%. As a reaction SMILES: [C:1](OCC)(=O)CC(OCC)=O.[H-].[Na+].Cl[C:15]1[CH:20]=[C:19]([CH2:21][CH2:22][CH3:23])[N:18]=[C:17]([C:24]2[CH:29]=[CH:28][CH:27]=[C:26]([O:30][C:31]3[CH:36]=[CH:35][CH:34]=[CH:33][C:32]=3[Cl:37])[N:25]=2)[N:16]=1.[OH-].[Na+].S(=O)(=O)(O)O.C(=O)([O-])[O-].[Na+].[Na+]>O.CO.O1CCCC1>[Cl:37][C:32]1[CH:33]=[CH:34][CH:35]=[CH:36][C:31]=1[O:30][C:26]1[N:25]=[C:24]([C:17]2[N:16]=[C:15]([CH3:1])[CH:20]=[C:19]([CH2:21][CH2:22][CH3:23])[N:18]=2)[CH:29]=[CH:28][CH:27]=1 |f:1.2,4.5,7.8.9|. Reported procedure: To tetrahydrofuran (30 ml) were added diethyl malonate (1.35 g) and 60% oilly sodium hydride (0.34 g), and then 4-chloro-2-(6-o-chlorophenoxy-2-pyridinyl)-6-n-propylpyrimidine (2 g). The mixture was heated under refluxing for 30 minutes. Sodium hydroxide (0.72 g) solution in water (10 ml) and methanol (10 ml) were added thereto, and the mixture was further heated under refluxing for 20 minutes. After the mixture was left to stand until it was cooled to room temperature, sulfuric acid (1.2 g) was... Starting materials: C(C)(C)(C)OC(CN1C=C(C2=CC=C(C=C12)O)Cl)=O ((3-chloro-6-hydroxy-indol-1-yl)-acetic acid tert-butyl ester), ClCC1=C(N=C(S1)C1=CC=C(C=C1)C(F)(F)F)C (5-chloromethyl-4-methyl-2-(4-trifluoromethyl-phenyl)-thiazole), C([O-])([O-])=O.[Cs+].[Cs+] (cesium carbonate), [I-].[K+] (potassium iodide). Run in CC(=O)C (acetone). Product: C(C)(C)(C)OC(CN1C=C(C2=CC=C(C=C12)OCC1=C(N=C(S1)C1=CC=C(C=C1)C(F)(F)F)C)Cl)=O ({3-Chloro-6-[4-methyl-2-(4-trifluoromethyl-phenyl)-thiazol-5-ylmethoxy]-indol-1-yl}-acetic acid tert-butyl ester). As a reaction SMILES: [C:1]([O:5][C:6](=[O:19])[CH2:7][N:8]1[C:16]2[C:11](=[CH:12][CH:13]=[C:14]([OH:17])[CH:15]=2)[C:10]([Cl:18])=[CH:9]1)([CH3:4])([CH3:3])[CH3:2].Cl[CH2:21][C:22]1[S:26][C:25]([C:27]2[CH:32]=[CH:31][C:30]([C:33]([F:36])([F:35])[F:34])=[CH:29][CH:28]=2)=[N:24][C:23]=1[CH3:37].C(=O)([O-])[O-].[Cs+].[Cs+].[I-].[K+]>CC(C)=O>[C:1]([O:5][C:6](=[O:19])[CH2:7][N:8]1[C:16]2[C:11](=[CH:12][CH:13]=[C:14]([O:17][CH2:21][C:22]3[S:26][C:25]([C:27]4[CH:28]=[CH:29][C:30]([C:33]([F:36])([F:34])[F:35])=[CH:31][CH:32]=4)=[N:24][C:23]=3[CH3:37])[CH:15]=2)[C:10]([Cl:18])=[CH:9]1)([CH3:4])([CH3:2])[CH3:3] |f:2.3.4,5.6|. Procedure details: In analogy to the procedure described in example 1 a], (3-chloro-6-hydroxy-indol-1-yl)-acetic acid tert-butyl ester was reacted with 5-chloromethyl-4-methyl-2-(4-trifluoromethyl-phenyl)-thiazole [PCT Int. Appl. (2002), WO 0292590 A1] in the presence of cesium carbonate and potassium iodide in acetone for 14 h at ambient temperature to give the title compound as yellow crystals.